Dataset: the Open Reaction Database (ORD), a public repository of structured organic reaction records. Task: describe an organic reaction: reactants, conditions, products, and yield Starting materials: CS(=O)C (DMSO), O1C(C1)C1=CC=C(C=C1)C1=NOC(=N1)C1=C(C(=NO1)C1=CC=CC=C1)C(F)(F)F (3-(4-(oxiran-2-yl)phenyl)-5-(3-phenyl-4-(trifluoromethyl)isoxazol-5-yl)-1,2,4-oxadiazole), 28C, N1CC(CCC1)CCO (2-(piperidin-3-yl)ethanol). Solvent: CC(C)O (2-propanol). Run at temperature 80 celsius, time 8 hour. Product: OCCC1CN(CCC1)CC(O)C1=CC=C(C=C1)C1=NOC(=N1)C1=C(C(=NO1)C1=CC=CC=C1)C(F)(F)F (2-(3-(2-Hydroxyethyl)piperidin-1-yl)-1-(4-(5-(3-phenyl-4-(trifluoromethyl)isoxazol-5-yl)-1,2,4-oxadiazol-3-yl)phenyl)ethanol). RXN SMILES: [O:1]1[CH2:3][CH:2]1[C:4]1[CH:9]=[CH:8][C:7]([C:10]2[N:14]=[C:13]([C:15]3[O:19][N:18]=[C:17]([C:20]4[CH:25]=[CH:24][CH:23]=[CH:22][CH:21]=4)[C:16]=3[C:26]([F:29])([F:28])[F:27])[O:12][N:11]=2)=[CH:6][CH:5]=1.[NH:30]1[CH2:35][CH2:34][CH2:33][CH:32]([CH2:36][CH2:37][OH:38])[CH2:31]1.CS(C)=O>CC(O)C>[OH:38][CH2:37][CH2:36][CH:32]1[CH2:33][CH2:34][CH2:35][N:30]([CH2:3][CH:2]([C:4]2[CH:9]=[CH:8][C:7]([C:10]3[N:14]=[C:13]([C:15]4[O:19][N:18]=[C:17]([C:20]5[CH:21]=[CH:22][CH:23]=[CH:24][CH:25]=5)[C:16]=4[C:26]([F:27])([F:28])[F:29])[O:12][N:11]=3)=[CH:6][CH:5]=2)[OH:1])[CH2:31]1. Procedure: To a mixture of 3-(4-(oxiran-2-yl)phenyl)-5-(3-phenyl-4-(trifluoromethyl)isoxazol-5-yl)-1,2,4-oxadiazole, Preparation 28C (30 mg, 0.075 mmol) in 2-propanol (2 mL) was added 2-(piperidin-3-yl)ethanol (19.41 mg, 0.150 mmol). The reaction mixture was heated to 80° C. DMSO (1 mL) was added to help solubilize. The reaction mixture was stirred overnight. The crude material was purified via preparative LC/MS with the following conditions: Column: Waters XBridge C18, 19×250 mm, 5-μm particles; Guard Col... Reactants: CC1=C(C=C(C=C1)C(=O)C1=CC=CC=C1)OC ([4-Methyl-3-(methyloxy)phenyl](phenyl)methanone), [Al+3].[Cl-].[Cl-].[Cl-] (AlCl3). Solvent: C1(=CC=CC=C1)C (toluene). Product: OC=1C=C(C=CC1C)C(=O)C1=CC=CC=C1 ((3-Hydroxy-4-methylphenyl)(phenyl)methanone). Isolated yield 66.1%. RXN SMILES: [CH3:1][C:2]1[CH:7]=[CH:6][C:5]([C:8]([C:10]2[CH:15]=[CH:14][CH:13]=[CH:12][CH:11]=2)=[O:9])=[CH:4][C:3]=1[O:16]C.[Al+3].[Cl-].[Cl-].[Cl-]>C1(C)C=CC=CC=1>[OH:16][C:3]1[CH:4]=[C:5]([C:8]([C:10]2[CH:11]=[CH:12][CH:13]=[CH:14][CH:15]=2)=[O:9])[CH:6]=[CH:7][C:2]=1[CH3:1] |f:1.2.3.4|. Procedure: Compound 39 (5 g, 22.1 mmol) was combined with AlCl3 (9 g, 66.3 mmol) and anhydrous toluene (50 mL) in a 200 mL round bottom flask. The stirring mixture was refluxed for 1 h under nitrogen then cooled to ambient temperature and quenched with 1 N aqueous HCl (50 mL). The reaction was extracted with ethyl acetate (3×100 mL). The combined organic extracts were dried (MgSO4), filtered, and the solvents removed in vacuuo. The resulting residue was treated with 10% EtOAc/hexanes at which time a solid ... The reactants are FC(C(=O)OC)(C(CC(C)C)OC(C(=C)C)=O)F (methyl 2,2-difluoro-3-methacryloyloxy-5-methylhexanoate), COCCO (2-methoxyethanol), C1=CC=CC=C1 (benzene). The reagents and catalysts are O.C1(=CC=C(C=C1)S(=O)(=O)O)C (p-toluenesulfonic acid monohydrate). Run in O (water). Yields the product FC(C(=O)OCCOC)(C(CC(C)C)O)F (2-methoxyethyl 2,2-difluoro-3-hydroxy-5-methylhexanoate). Isolated yield 105.2%. Reaction SMILES: [F:1][C:2]([F:18])([CH:7]([O:12]C(=O)C(C)=C)[CH2:8][CH:9]([CH3:11])[CH3:10])[C:3]([O:5][CH3:6])=[O:4].[CH3:19][O:20][CH2:21]CO.C1C=CC=CC=1>O.C1(C)C=CC(S(O)(=O)=O)=CC=1.O>[F:18][C:2]([F:1])([CH:7]([OH:12])[CH2:8][CH:9]([CH3:10])[CH3:11])[C:3]([O:5][CH2:6][CH2:19][O:20][CH3:21])=[O:4] |f:3.4|. Reported procedure: To a mixture of 25.0 g of Intermediate 1 (Example 1), 25 g of 2-methoxyethanol and 200 g of benzene was added 0.15 g of p-toluenesulfonic acid monohydrate. With stirring in a nitrogen atmosphere, the mixture was heated for 8 hours while water of reaction was sequentially removed out of the system. After cooling, the reaction mixture was poured into ice water and extracted with ether. The ether solution was washed, dried, and concentrated, obtaining 23.9 g (yield 73%) of crude 2-methoxyethyl 2,2-... The reactants are C(C)OC(=O)C1(CC2=CC=CC=C2C1)C(C1=C(C(=CC=C1)C)O)=O (2-(hydroxy-3-methyl-benzoyl)-indan-2-carboxylic acid ethyl ester), EtOAc heptanes, CN(C)C=O (DMF), C(=O)([O-])[O-].[K+].[K+] (K2CO3), BrCC#CC (1-bromo-2-butyne). Product: C(C)OC(=O)C1(CC2=CC=CC=C2C1)NC(C1=C(C(=CC=C1)C)OCC#CC)=O (2-(3-Methyl-2-but-2-ynyloxy-benzoylamino)-indan-2-carboxylic acid ethyl ester). Reaction SMILES: [CH2:1]([O:3][C:4]([C:6]1(C(=O)C2C=CC=C(C)C=2O)[CH2:14][C:13]2[C:8](=[CH:9][CH:10]=[CH:11][CH:12]=2)[CH2:7]1)=[O:5])[CH3:2].[C:25]([O-:28])([O-])=O.[K+].[K+].Br[CH2:32][C:33]#[C:34][CH3:35].C[N:37]([CH:39]=[O:40])C>>[CH2:1]([O:3][C:4]([C:6]1([NH:37][C:39](=[O:40])[C:32]2[CH:7]=[CH:6][CH:4]=[C:34]([CH3:35])[C:33]=2[O:28][CH2:25][C:9]#[C:8][CH3:13])[CH2:7][C:8]2[C:13](=[CH:12][CH:11]=[CH:10][CH:9]=2)[CH2:14]1)=[O:5])[CH3:2] |f:1.2.3|. Reported procedure: A 100 mL round bottom flask containing the 2-(hydroxy-3-methyl-benzoyl)-indan-2-carboxylic acid ethyl ester (0.62 g, 1.87 mmol) is charged with DMF (3 mL) and a stirring bar is added. After dissolution of the starting material, the K2SO4 (0.791 g, 5.95 mmol) is added followed by a solution of 1-bromo-2-butyne (537 μL, 5.95 mmol). After stirring for 110 h tlc analysis (silica, 1:1 EtOAc/heptanes) indicates that the starting material is consumed. The material is cleanly converted to a UV positive ... Reaction SMILES: [CH2:9]([c:10]1[cH:11][cH:12][cH:13][cH:14][cH:15]1)[O:16][c:17]1[cH:18][cH:19][c:20](-[c:23]2[n:24][c:25]3[c:26]([n:27]2[CH:28]2[CH2:29][CH2:30][CH2:31][CH2:32][CH2:33]2)[cH:34][cH:35][c:36]([C:38](=[O:39])[OH:40])[cH:37]3)[cH:21][cH:22]1.[CH3:1][S:2](=[O:3])(=[O:4])[NH2:5].[CH3:41][N:42]([CH3:43])[CH:44]=[O:45].[Cl-:8].[Cl:46][CH2:47][Cl:48].[H-:6].[Na+:7]>>[CH3:1][S:2](=[O:3])(=[O:4])[NH:5][C:38]([c:36]1[cH:35][cH:34][c:26]2[c:25]([n:24][c:23](-[c:20]3[cH:19][cH:18][c:17]([O:16][CH2:9][c:10]4[cH:11][cH:12][cH:13][cH:14][cH:15]4)[cH:22][cH:21]3)[n:27]2[CH:28]2[CH2:29][CH2:30][CH2:31][CH2:32][CH2:33]2)[cH:37]1)=[O:39]. The reactants are O=C(O)c1ccc2c(c1)nc(-c1ccc(OCc3ccccc3)cc1)n2C1CCCCC1, CS(N)(=O)=O, CN(C)C=O, [Cl-], ClCCl, [H-], [Na+]. Yields the product CS(=O)(=O)NC(=O)c1ccc2c(c1)nc(-c1ccc(OCc3ccccc3)cc1)n2C1CCCCC1. The reactants are CCCCP(CCCC)CCCC, ClCc1ccccc1, Cl[SiH2]Cl. Yields the product Cl[SiH](Cl)Cc1ccccc1. As a reaction SMILES: [CH2:1]([P:2]([CH2:3][CH2:4][CH2:5][CH3:6])[CH2:7][CH2:8][CH2:9][CH3:10])[CH2:11][CH2:12][CH3:13].[Cl:14][CH2:15][c:16]1[cH:17][cH:18][cH:19][cH:20][cH:21]1.[Cl:22][SiH2:23][Cl:24]>>[CH2:15]([c:16]1[cH:17][cH:18][cH:19][cH:20][cH:21]1)[SiH:23]([Cl:22])[Cl:24]. Starting materials: O=C(CCNC(C(=O)OCC)CCCCCCC(=O)OCC)CCCCC (Diethyl 2-((3-oxooctyl)amino)nonanedioate), CN=C=O (methyl isocyanate). Yields the product C(C)OC(=O)CCCCCCC1C(N(C(N1CCC(CCCCC)=O)=O)C)=O (5-(6-ethoxycarbonylhexyl)-3-methyl-1-(3-oxooctyl)hydantoin). As a reaction SMILES: [O:1]=[C:2]([CH2:23][CH2:24][CH2:25][CH2:26][CH3:27])[CH2:3][CH2:4][NH:5][CH:6]([CH2:12][CH2:13][CH2:14][CH2:15][CH2:16][CH2:17][C:18]([O:20][CH2:21][CH3:22])=[O:19])[C:7]([O:9]CC)=O.[CH3:28][N:29]=[C:30]=[O:31]>>[CH2:21]([O:20][C:18]([CH2:17][CH2:16][CH2:15][CH2:14][CH2:13][CH2:12][CH:6]1[N:5]([CH2:4][CH2:3][C:2](=[O:1])[CH2:23][CH2:24][CH2:25][CH2:26][CH3:27])[C:30](=[O:31])[N:29]([CH3:28])[C:7]1=[O:9])=[O:19])[CH3:22]. Reported procedure: Diethyl 2-((3-oxooctyl)amino)nonanedioate was allowed to react with methyl isocyanate as described in Example 89 to give 5-(6-ethoxycarbonylhexyl)-3-methyl-1-(3-oxooctyl)hydantoin, which was hydrolysed to 5-(6-carboxyhexyl)-3-methyl-1-(3-oxooctyl)hydantoin, a colourless oil. The reactants are S1C(=CC=C1)C=1C=C(C=O)C=CC1 (3-(thiophen-2-yl)-benzaldehyde), C(C)(=O)C1=CC=C(C(=O)O)C=C1 (4-acetylbenzoic acid). Product: S1C(=CC=C1)C=1C=C(C=CC1)/C=C/C(=O)C1=CC=C(C(=O)O)C=C1 (4-[3E-(3-Thiophen-2-yl-phenyl)-acryloyl]-benzoic acid). Isolated yield 71.0%. Reaction SMILES: [S:1]1[CH:5]=[CH:4][CH:3]=[C:2]1[C:6]1[CH:7]=[C:8]([CH:11]=[CH:12][CH:13]=1)[CH:9]=O.[C:14]([C:17]1[CH:25]=[CH:24][C:20]([C:21]([OH:23])=[O:22])=[CH:19][CH:18]=1)(=[O:16])[CH3:15]>>[S:1]1[CH:5]=[CH:4][CH:3]=[C:2]1[C:6]1[CH:7]=[C:8](/[CH:9]=[CH:15]/[C:14]([C:17]2[CH:25]=[CH:24][C:20]([C:21]([OH:23])=[O:22])=[CH:19][CH:18]=2)=[O:16])[CH:11]=[CH:12][CH:13]=1. Reported procedure: The title compound was prepared by condensing 3-(thiophen-2-yl)-benzaldehyde (Ex-42A) and 4-acetylbenzoic acid in a similar manner as described in Ex-3. Yellow solid, mp 238° C. (dec), 71% yield. 1H-NMR (DMSO-D6) δ 13.40 (bs, 1H), 8.29 (d, J=8 Hz, 2H), 8.22 (s, 1H), 8.13 (d, J=8 Hz, 2H), 8.04 (s, 1H), 7.87 (s, 1H), 7.83 (d, J=8 Hz, 1H), 7.73 (d, J=9 Hz, 1H), 7.69 (d, J=4 Hz, 1H), 7.63 (d, J=5 Hz, 1H), 7.52 (t, J=8 Hz, 1H), 7,20 (dd, J=4, 5 Hz, 1H). HRMS m/z=calc. 335.0742, found 335.0749. Starting materials: O1C(CCCC1)OCCC1=CC=C(C=C1)CCN=[N+]=[N-] (4-(2-(tetrahydropyran-2-yloxy)ethyl)-1-(2-azidoethyl)benzene). Reagents/catalysts: [C].[Pd] (palladium-carbon). The solvent is C(C)O (ethanol). Run at time 16 hour. The product is O1C(CCCC1)OCCC1=CC=C(CCN)C=C1 (4-(2-(tetrahydropyran-2-yloxy)ethyl)phenethylamine). The yield is 71.9%. RXN SMILES: [O:1]1[CH2:6][CH2:5][CH2:4][CH2:3][CH:2]1[O:7][CH2:8][CH2:9][C:10]1[CH:15]=[CH:14][C:13]([CH2:16][CH2:17][N:18]=[N+]=[N-])=[CH:12][CH:11]=1>C(O)C.[C].[Pd]>[O:1]1[CH2:6][CH2:5][CH2:4][CH2:3][CH:2]1[O:7][CH2:8][CH2:9][C:10]1[CH:11]=[CH:12][C:13]([CH2:16][CH2:17][NH2:18])=[CH:14][CH:15]=1 |f:2.3|. Procedure details: To a solution of 4-(2-(tetrahydropyran-2-yloxy)ethyl)-1-(2-azidoethyl)benzene (4.30 g, 15.61 mmol) in ethanol was added 10% palladium-carbon (0.10 g). The mixture was stirred under an atmosphere of hydrogen gas at room temperature for 16 hours. Then 10% palladium-carbon was filtered off, and the solvent was evaporated. The residue was purified by column chromatography on silica gel eluting with ethyl acetate/methanol (=8/2) to give the desired 4-(2-(tetrahydropyran-2-yloxy)ethyl)phenethylamine (... Reactants: O.[OH-].[Li+] (lithium hydroxide monohydrate), C(C)OC(CCCCCC(C(NC1=CC=CC=C1)=O)C(NC1=CC=CC=C1)=O)=O (7,7-Bis-phenylcarbamoyl-heptanoic acid ethyl ester). The solvent is O (water), C(C)O (ethanol). Reaction conditions: time 16 hour. Yields the product C1(=CC=CC=C1)NC(=O)C(CCCCCC(=O)O)C(NC1=CC=CC=C1)=O (7,7-Bis-phenylcarbamoyl-heptanoic acid). Yield: 95.5%. Reaction SMILES: O.[OH-].[Li+].C([O:6][C:7](=[O:32])[CH2:8][CH2:9][CH2:10][CH2:11][CH2:12][CH:13]([C:23](=[O:31])[NH:24][C:25]1[CH:30]=[CH:29][CH:28]=[CH:27][CH:26]=1)[C:14](=[O:22])[NH:15][C:16]1[CH:21]=[CH:20][CH:19]=[CH:18][CH:17]=1)C>O.C(O)C>[C:16]1([NH:15][C:14]([CH:13]([C:23](=[O:31])[NH:24][C:25]2[CH:26]=[CH:27][CH:28]=[CH:29][CH:30]=2)[CH2:12][CH2:11][CH2:10][CH2:9][CH2:8][C:7]([OH:32])=[O:6])=[O:22])[CH:17]=[CH:18][CH:19]=[CH:20][CH:21]=1 |f:0.1.2|. Procedure details: A solution of lithium hydroxide monohydrate (0.17 g, 4.05 mmol) in water (5 mL) was added to a stirred solution of 7,7-bis-phenylcarbamoyl-heptanoic acid ethyl ester (16a) (1.07 g, 2.7 mmol) in ethanol (50 mL) at 0° C. The mixture was allowed to warm to room temperature and stirred for 16 hours. The solvent was removed under reduced pressure and the resulting residue was taken up in water (50 mL), washed with ethyl acetate (60 mL) and acidified with 1 M hydrochloric acid. The aqueous layer was e...